This data is from the Open Reaction Database (ORD), a public repository of structured organic reaction records. The task is: describe an organic reaction: reactants, conditions, products, and yield Starting materials: ClC=1C(=NC=NC1Cl)N (5,6-dichloropyrimidin-4-amine), NC=1C=C(C=CC1)O (3-aminophenol), CC1(OB(OC1(C)C)C=1C=C(C=CC1)S(=O)(=O)N)C (3-(4,4,5,5-tetramethyl-1,3,2-dioxaborolan-2-yl)benzenesulfonamide), C(C=C)(=O)Cl (acryloyl chloride). The product is NC1=C(C(=NC=N1)OC=1C=C(C=CC1)NC(C=C)=O)C1=CC(=CC=C1)S(N)(=O)=O (N-(3-((6-amino-5-(3-sulfamoylphenyl)pyrimidin-4-yl)oxy)phenyl)acrylamide). RXN SMILES: Cl[C:2]1[C:3]([NH2:9])=[N:4][CH:5]=[N:6][C:7]=1Cl.[NH2:10][C:11]1[CH:12]=[C:13]([OH:17])[CH:14]=[CH:15][CH:16]=1.CC1(C)C(C)(C)OB([C:26]2[CH:27]=[C:28]([S:32]([NH2:35])(=[O:34])=[O:33])[CH:29]=[CH:30][CH:31]=2)O1.[C:37](Cl)(=[O:40])[CH:38]=[CH2:39]>>[NH2:9][C:3]1[N:4]=[CH:5][N:6]=[C:7]([O:17][C:13]2[CH:12]=[C:11]([NH:10][C:37](=[O:40])[CH:38]=[CH2:39])[CH:16]=[CH:15][CH:14]=2)[C:2]=1[C:26]1[CH:31]=[CH:30][CH:29]=[C:28]([S:32](=[O:34])(=[O:33])[NH2:35])[CH:27]=1. Reported procedure: N-(3-((6-amino-5-(3-sulfamoylphenyl)pyrimidin-4-yl)oxy)phenyl)acrylamide was prepared from 5,6-dichloropyrimidin-4-amine, 3-aminophenol, 3-(4,4,5,5-tetramethyl-1,3,2-dioxaborolan-2-yl)benzenesulfonamide, and acryloyl chloride using methods A, C, and F. HPLC: 98%. MS: m/z=412 [M+H]+. 1H-NMR (DMSO-D6) δ 10.17 (s, 1H), 8.04 (s, 1H), 7.79-7.75 (m, 2H), 7.61-7.58 (m, 2H), 7.43 (s, 1H), 7.32-7.30 (m, 3H), 7.23 (t, 1H), 6.77-6.52 (m, 3H), 6.34 (dd, 1H), 6.18 (d, 1H), 5.70 (d, 1H). Starting materials: C(C1=CC=CC=C1)OC(NC1C(CC1)=O)=O ((2-oxo-cyclobutyl)-carbamic acid benzyl ester), N1CCCC1 (pyrrolidine). Yields the product C(C1=CC=CC=C1)OC(NC1C(CC1)N1CCCC1)=O ((2-Pyrrolidin-1-yl-cyclobutyl)-carbamic acid benzyl ester). Reaction SMILES: [CH2:1]([O:8][C:9](=[O:16])[NH:10][CH:11]1[CH2:14][CH2:13][C:12]1=O)[C:2]1[CH:7]=[CH:6][CH:5]=[CH:4][CH:3]=1.[NH:17]1[CH2:21][CH2:20][CH2:19][CH2:18]1>>[CH2:1]([O:8][C:9](=[O:16])[NH:10][CH:11]1[CH2:14][CH2:13][CH:12]1[N:17]1[CH2:21][CH2:20][CH2:19][CH2:18]1)[C:2]1[CH:7]=[CH:6][CH:5]=[CH:4][CH:3]=1. Procedure: The title compound, colorless oil, MS: m/e=275.1 [(M+H)+], were prepared in accordance with the general method of example 1 and 2 from (2-oxo-cyclobutyl)-carbamic acid benzyl ester (CAS 406951-43-7) and pyrrolidine. The 2 diastereomers were not separated. Conditions: time 3 hour. Product: C(#N)[C@H]1C[C@H](C1)C(C)NC(=O)C1=CNC2=NC=C(N=C21)C2=NN(C1=CC(=CC=C21)F)C (2-(6-fluoro-1-methyl-1H-indazol-3-yl)-5H-pyrrolo[2,3-b]pyrazine-7-carboxylic acid [1-(cis-3-cyanocyclobutyl)-ethyl]-amide). Isolated yield 59.9%. Run in C(Cl)Cl (CH2Cl2). Procedure: To a solution of 2-(6-fluoro-1-methyl-1H-indazol-3-yl)-5-(2-trimethylsilanylethoxymethyl)-5H-pyrrolo[2,3-b]pyrazine-7-carboxylic acid [1-(cis-3-cyano-cyclobutyl)-ethyl]-amide (34 mg, 0.06 mmol) in CH2Cl2 (2 mL) was added TFA (1 mL, 13.0 mmol). The bright yellow-orange reaction mixture was stirred at room temperature for 3 h then concentrated. The residue was redissolved in CH2Cl2 (2 mL) and ethylene diamine (0.4 mL, 6.0 mmol) was added. The reaction mixture was stirred at room temperature for 1 ... Reactants: C(#N)[C@H]1C[C@H](C1)C(C)NC(=O)C1=CN(C2=NC=C(N=C21)C2=NN(C1=CC(=CC=C21)F)C)COCC[Si](C)(C)C (2-(6-fluoro-1-methyl-1H-indazol-3-yl)-5-(2-trimethylsilanylethoxymethyl)-5H-pyrrolo[2,3-b]pyrazine-7-carboxylic acid [1-(cis-3-cyano-cyclobutyl)-ethyl]-amide), C(=O)(C(F)(F)F)O (TFA), C(CN)N (ethylene diamine). As a reaction SMILES: [C:1]([C@@H:3]1[CH2:6][C@H:5]([CH:7]([NH:9][C:10]([C:12]2[C:20]3[C:15](=[N:16][CH:17]=[C:18]([C:21]4[C:29]5[C:24](=[CH:25][C:26]([F:30])=[CH:27][CH:28]=5)[N:23]([CH3:31])[N:22]=4)[N:19]=3)[N:14](COCC[Si](C)(C)C)[CH:13]=2)=[O:11])[CH3:8])[CH2:4]1)#[N:2].C(O)(C(F)(F)F)=O.C(N)CN>C(Cl)Cl>[C:1]([C@@H:3]1[CH2:6][C@H:5]([CH:7]([NH:9][C:10]([C:12]2[C:20]3[C:15](=[N:16][CH:17]=[C:18]([C:21]4[C:29]5[C:24](=[CH:25][C:26]([F:30])=[CH:27][CH:28]=5)[N:23]([CH3:31])[N:22]=4)[N:19]=3)[NH:14][CH:13]=2)=[O:11])[CH3:8])[CH2:4]1)#[N:2]. Starting materials: COC(=O)C1=C(C)NC(C)=C(C(=O)OC)C1c1ccc(OC)c(OC)c1, CN(C)C=O, CCOCC, BrCCCc1ccccc1. Yields the product COC(=O)C1=C(C)N(CCCc2ccccc2)C(C)=C(C(=O)OC)C1c1ccc(OC)c(OC)c1. As a reaction SMILES: [CH3:1][O:2][c:3]1[cH:4][c:5]([CH:11]2[C:12]([C:23](=[O:24])[O:25][CH3:26])=[C:13]([CH3:22])[NH:14][C:15]([CH3:21])=[C:16]2[C:17](=[O:18])[O:19][CH3:20])[cH:6][cH:7][c:8]1[O:9][CH3:10].[CH3:27][N:28]([CH3:29])[CH:30]=[O:31].[CH3:42][CH2:43][O:44][CH2:45][CH3:46].[c:32]1([CH2:38][CH2:39][CH2:40][Br:41])[cH:33][cH:34][cH:35][cH:36][cH:37]1>>[CH3:1][O:2][c:3]1[cH:4][c:5]([CH:11]2[C:12]([C:23](=[O:24])[O:25][CH3:26])=[C:13]([CH3:22])[N:14]([CH2:40][CH2:39][CH2:38][c:32]3[cH:33][cH:34][cH:35][cH:36][cH:37]3)[C:15]([CH3:21])=[C:16]2[C:17](=[O:18])[O:19][CH3:20])[cH:6][cH:7][c:8]1[O:9][CH3:10]. Procedure details: n-BuLi (1375 μl, 2.200 mmol) was added dropwise to a solution of 2,2,6,6-tetramethylpiperidine (407 μl, 2.400 mmol) in THF (5 mL) at −78° C. under inert gas (N2). The resulting mixture was stirred at ˜−50° C. for 1 hr. 5-bromonicotinic acid (202 mg, 1 mmol) in THF (5 mL) was added at this temperature. The resulting mixture was stirred for 45 min at −50° C. acetaldehyde (56.5 μl, 1.000 mmol) was added and the resulting mixture was stirred for 60 min. The reaction was quenched by NH4Cl (saturated ... The product is BrC=1C2=C(C=NC1)C(OC2C)=O (7-bromo-1-methylfuro[3,4-c]pyridin-3(1H)-one). Run at temperature -50 celsius, time 1 hour. RXN SMILES: [Li][CH2:2][CH2:3]CC.CC1(C)CCCC(C)(C)N1.N#N.[Br:18][C:19]1[CH:20]=[N:21][CH:22]=[C:23]([CH:27]=1)[C:24]([OH:26])=[O:25].C(=O)C>C1COCC1>[Br:18][C:19]1[C:27]2[CH:2]([CH3:3])[O:25][C:24](=[O:26])[C:23]=2[CH:22]=[N:21][CH:20]=1. Starting materials: BrC=1C=NC=C(C(=O)O)C1 (5-bromonicotinic acid), C(C)=O (acetaldehyde), [Li]CCCC (n-BuLi), CC1(NC(CCC1)(C)C)C (2,2,6,6-tetramethylpiperidine), N#N (N2). Run in C1CCOC1 (THF), C1CCOC1 (THF).